Dataset: the Open Reaction Database (ORD), a public repository of structured organic reaction records. Task: describe an organic reaction: reactants, conditions, products, and yield Procedure: 250 mg of (E)-4-[2,3-dichloro-4-(2-nitro-1-butenyl)phenoxy]butyric acid is dissolved in 3.1 ml of 0.1 N sodium bicarbonate and sufficient isotonic buffer to make a final volume of 10 ml. The water from all sources was pyrogen-free. The solution is sterilized by filtration. Reaction SMILES: [Cl:1][C:2]1[C:14]([Cl:15])=[C:13](/[CH:16]=[C:17](/[N+:20]([O-:22])=[O:21])\[CH2:18][CH3:19])[CH:12]=[CH:11][C:3]=1[O:4][CH2:5][CH2:6][CH2:7][C:8]([OH:10])=[O:9].O.C(=O)(O)[O-].[Na+:28]>>[Cl:1][C:2]1[C:14]([Cl:15])=[C:13](/[CH:16]=[C:17](/[N+:20]([O-:22])=[O:21])\[CH2:18][CH3:19])[CH:12]=[CH:11][C:3]=1[O:4][CH2:5][CH2:6][CH2:7][C:8]([O-:10])=[O:9].[Na+:28] |f:2.3,4.5|. The product is ClC1=C(OCCCC(=O)[O-])C=CC(=C1Cl)\C=C(/CC)\[N+](=O)[O-].[Na+] (Sodium (E)-4-[2,3-Dichloro-4-(2-nitro-1-butenyl)phenoxy]butyrate). Reactants: ClC1=C(OCCCC(=O)O)C=CC(=C1Cl)\C=C(/CC)\[N+](=O)[O-] ((E)-4-[2,3-dichloro-4-(2-nitro-1-butenyl)phenoxy]butyric acid), C([O-])(O)=O.[Na+] (sodium bicarbonate), O (water). The reactants are CC(C)(C)OC(=O)N1CCN(c2cc(=O)[nH]c3cc(Cl)ccc23)CC1, CCCCCN, [H-], [Na+]. The product is CCCCCNc1cc(N2CCN(C(=O)OC(C)(C)C)CC2)c2ccc(Cl)cc2n1. Reaction SMILES: [C:1]([CH3:2])([CH3:3])([CH3:4])[O:5][C:6](=[O:7])[N:8]1[CH2:9][CH2:10][N:11]([c:14]2[cH:15][c:16](=[O:25])[nH:17][c:18]3[cH:19][c:20]([Cl:24])[cH:21][cH:22][c:23]23)[CH2:12][CH2:13]1.[CH2:28]([CH2:29][CH2:30][CH2:31][CH3:32])[NH2:33].[H-:26].[Na+:27]>>[C:1]([CH3:2])([CH3:3])([CH3:4])[O:5][C:6](=[O:7])[N:8]1[CH2:9][CH2:10][N:11]([c:14]2[cH:15][c:16]([NH:33][CH2:28][CH2:29][CH2:30][CH2:31][CH3:32])[n:17][c:18]3[cH:19][c:20]([Cl:24])[cH:21][cH:22][c:23]23)[CH2:12][CH2:13]1. Reactants: C1(=CC=CC=C1)CONC(=O)C=1C=C(C=C(C1)C(=O)OCC)C(=O)OCC (diethyl 5-[[(phenylmethoxy)amino]-carbonyl]-1,3-benzenedicarboxylate). Reagents/catalysts: [Pd] (Pd/C). The solvent is C(C)O (ethanol), C(C)O (ethanol). Reaction conditions: time 20 hour. The product is ONC(=O)C=1C=C(C=C(C1)C(=O)OCC)C(=O)OCC (diethyl 5-[(hydroxyamino)carbonyl]-1,3-benzenedicarboxylate). The yield is 67.6%. RXN SMILES: C1(C[O:8][NH:9][C:10]([C:12]2[CH:13]=[C:14]([C:23]([O:25][CH2:26][CH3:27])=[O:24])[CH:15]=[C:16]([C:18]([O:20][CH2:21][CH3:22])=[O:19])[CH:17]=2)=[O:11])C=CC=CC=1>C(O)C.[Pd]>[OH:8][NH:9][C:10]([C:12]1[CH:13]=[C:14]([C:23]([O:25][CH2:26][CH3:27])=[O:24])[CH:15]=[C:16]([C:18]([O:20][CH2:21][CH3:22])=[O:19])[CH:17]=1)=[O:11]. Procedure details: To a solution of diethyl 5-[[(phenylmethoxy)amino]-carbonyl]-1,3-benzenedicarboxylate (0.742 g, 2.0 mmol) in ethanol (10 mL) was added a suspension of Pd/C in ethanol (5 mL), and the mixture was shaken under hydrogen (50 psi) for 20 hours. The catalyst was removed by filtration through a pad of celite and the filtrate was concentrated to give white powder. This material was washed with ethanol (10 mL×2) and dried under vacuum to give 0.380 g of white powder (67% yield). The reactants are C=O, CC(=O)O, CC(=O)Oc1cc(C)c(CC(N)C(=O)N2CCCCC2c2ncc(-c3ccccc3)[nH]2)c(C)c1. The product is CC(=O)Oc1cc(C)c(CC(NC=O)C(=O)N2CCCCC2c2ncc(-c3ccccc3)[nH]2)c(C)c1. Reaction SMILES: [CH2:35]=[O:36].[CH3:37][C:38](=[O:39])[OH:40].[NH2:1][CH:2]([CH2:3][c:4]1[c:5]([CH3:15])[cH:6][c:7]([O:11][C:12]([CH3:13])=[O:14])[cH:8][c:9]1[CH3:10])[C:16]([N:17]1[CH:18]([c:23]2[nH:24][c:25](-[c:28]3[cH:29][cH:30][cH:31][cH:32][cH:33]3)[cH:26][n:27]2)[CH2:19][CH2:20][CH2:21][CH2:22]1)=[O:34]>>[NH:1]([CH:2]([CH2:3][c:4]1[c:5]([CH3:15])[cH:6][c:7]([O:11][C:12]([CH3:13])=[O:14])[cH:8][c:9]1[CH3:10])[C:16]([N:17]1[CH:18]([c:23]2[nH:24][c:25](-[c:28]3[cH:29][cH:30][cH:31][cH:32][cH:33]3)[cH:26][n:27]2)[CH2:19][CH2:20][CH2:21][CH2:22]1)=[O:34])[CH:35]=[O:36]. The reactants are BrC1=CC=C(N(CC)CC)C=C1 (4-bromo-N,N-diethylaniline), P(OCC)(OCC)[O-] (diethyl phosphite), Cl (Hydrochloric acid), [Mg] (magnesium), II (iodine), BrCCBr (1,2-dibromoethane). The solvent is O1CCCC1 (tetrahydrofuran), C(C)(=O)OCC (ethyl acetate), O1CCCC1 (tetrahydrofuran), O (water), O1CCCC1 (tetrahydrofuran). Conditions: temperature 40 celsius, time 40 minute. Product: C(C)N(C1=CC=C(C=C1)P(C1=CC=C(C=C1)N(CC)CC)=O)CC (bis(4-diethylaminophenyl)phosphine oxide). Isolated yield 87.0%. RXN SMILES: [Mg].II.Br[CH2:5][CH2:6]Br.Br[C:9]1[CH:19]=[CH:18][C:12]([N:13]([CH2:16][CH3:17])[CH2:14][CH3:15])=[CH:11][CH:10]=1.[P:20]([O-:27])(OCC)OCC.Cl>O1CCCC1.C(OCC)(=O)C.O>[CH2:14]([N:13]([CH2:5][CH3:6])[C:12]1[CH:18]=[CH:19][C:9]([PH:20](=[O:27])[C:9]2[CH:19]=[CH:18][C:12]([N:13]([CH2:16][CH3:17])[CH2:14][CH3:15])=[CH:11][CH:10]=2)=[CH:10][CH:11]=1)[CH3:15]. Procedure details: Under a nitrogen stream, a solution of magnesium (5.3 g, 1.00 equivalent), a small amount of iodine and a small amount of 1,2-dibromoethane in tetrahydrofuran (30 mL) was stirred at room temperature for 30 min. A solution of 4-bromo-N,N-diethylaniline (49.7 g, 0.217 moL) in tetrahydrofuran (100 mL) was added to the mixture at 25° C. to 35° C. over 1 hr, and the mixture was stirred at 40° C. for 40 min. Then, a solution of diethyl phosphite (9.20 g, 0.30 equivalent) in tetrahydrofuran (20 mL) was...